From a dataset of the Open Reaction Database (ORD), a public repository of structured organic reaction records. describe an organic reaction: reactants, conditions, products, and yield Reactants: N (NH3), IC1=CC=C(OC2CN3CCC2CC3)C=C1 (3-(4-iodophenoxy)quinuclidine), C(#C)C1=C(C=CC=C1)NC(C(F)(F)F)=O (N-(2-ethynyl-phenyl)-2,2,2-trifluoro-acetamide), C(=O)([O-])[O-].[K+].[K+] (K2CO3). Reagents/catalysts: C=1C=CC(=CC1)/C=C/C(=O)/C=C/C2=CC=CC=C2.C=1C=CC(=CC1)/C=C/C(=O)/C=C/C2=CC=CC=C2.C=1C=CC(=CC1)/C=C/C(=O)/C=C/C2=CC=CC=C2.[Pd].[Pd] (Pd2(dba)3). Solvent: CS(=O)C (DMSO), CCOC(=O)C (EtOAc). Conditions: temperature 40 celsius, time 2 hour. The product is N12CC(C(CC1)CC2)OC2=CC=C(C=C2)C2=CNC1=CC=CC=C21 (3-[4-(1-azabicyclo[2.2.2]oct-3-yloxy)phenyl]-1H-indole). As a reaction SMILES: I[C:2]1[CH:16]=[CH:15][C:5]([O:6][CH:7]2[CH:12]3[CH2:13][CH2:14][N:9]([CH2:10][CH2:11]3)[CH2:8]2)=[CH:4][CH:3]=1.C([C:19]1[CH:24]=[CH:23][CH:22]=[CH:21][C:20]=1[NH:25][C:26](=O)[C:27](F)(F)F)#C.C([O-])([O-])=O.[K+].[K+].N>CS(C)=O.CCOC(C)=O.C1C=CC(/C=C/C(/C=C/C2C=CC=CC=2)=O)=CC=1.C1C=CC(/C=C/C(/C=C/C2C=CC=CC=2)=O)=CC=1.C1C=CC(/C=C/C(/C=C/C2C=CC=CC=2)=O)=CC=1.[Pd].[Pd]>[N:9]12[CH2:14][CH2:13][CH:12]([CH2:11][CH2:10]1)[CH:7]([O:6][C:5]1[CH:15]=[CH:16][C:2]([C:27]3[C:19]4[C:20](=[CH:21][CH:22]=[CH:23][CH:24]=4)[NH:25][CH:26]=3)=[CH:3][CH:4]=1)[CH2:8]2 |f:2.3.4,8.9.10.11.12|. Procedure: The mixture of the product of Example 1A (330 mg, 1 mmol), N-(2-ethynyl-phenyl)-2,2,2-trifluoro-acetamide (ref. Tetrahedron Lett. 1992, 33, 3915.; 280 mg, 1.3 mmol), Pd2(dba)3 (Aldrich, 19 mg, 0.02 mmol) and K2CO3 (180 mg, 1.3 mmol) in DMSO (3 mL) was stirred at 40° C. under N2 for 2 hours. The reaction was monitored with TLC. After the reaction was complete, it was cooled down to room temperature and diluted with EtOAc (50 mL). It was then washed with brine (3×5 mL). The organic solution was co... The reactants are O=C1CCO1, C1CCOC1, CC(C)(C)[O-], [K+], Oc1ccc(-c2ccccc2)cc1. The product is O=C(O)CCOc1ccc(-c2ccccc2)cc1. RXN SMILES: [C:20]1(=[O:24])[CH2:21][CH2:22][O:23]1.[CH2:25]1[O:26][CH2:27][CH2:28][CH2:29]1.[CH3:14][C:15]([CH3:16])([O-:17])[CH3:18].[K+:19].[c:1]1(-[c:7]2[cH:8][cH:9][c:10]([OH:13])[cH:11][cH:12]2)[cH:2][cH:3][cH:4][cH:5][cH:6]1>>[c:1]1(-[c:7]2[cH:8][cH:9][c:10]([O:13][CH2:22][CH2:21][C:20](=[O:23])[OH:24])[cH:11][cH:12]2)[cH:2][cH:3][cH:4][cH:5][cH:6]1.